Dataset: the Open Reaction Database (ORD), a public repository of structured organic reaction records. Task: describe an organic reaction: reactants, conditions, products, and yield Reactants: C(CCCC=C)(=O)O[C@@H]1[C@@H]([C@H]([C@@H](C1)O[Si](C)(C)C(C)(C)C)\C=C\[C@H](COC1=CC(=CC=C1)C(F)(F)F)O[Si](CC)(CC)CC)CC=C ((1S,2R,3R,4R)-2-allyl-4-(tert-butyldimethylsilyloxy)-3-((R,E)-3-(triethylsilyloxy)-4-(3-(trifluoromethyl)phenoxy)but-1-enyl)cyclopentyl hex-5-enoate). Reagents/catalysts: Cl[Ru](Cl)([P](C1CCCCC1)(C2CCCCC2)C3CCCCC3)([P](C4CCCCC4)(C5CCCCC5)C6CCCCC6)=CC7=CC=CC=C7 (Grubb's catalyst). Solvent: ClCCl (dichloromethane). Run at temperature 40 celsius, time 1 hour. Yields the product [Si](C)(C)(C(C)(C)C)O[C@H]1[C@@H]([C@@H]2[C@@H](OC(CCC\C=C/C2)=O)C1)\C=C\[C@H](COC1=CC(=CC=C1)C(F)(F)F)O[Si](CC)(CC)CC ((8aR,9R,10R,11aS,Z)-10-(tert-butyldimethylsilyloxy)-9-((R,E)-3-(triethylsilyloxy)-4-(3-(trifluoromethyl)phenoxy)but-1-enyl)-4,5,8,8a,9,10,11,11a-octahydrocyclopenta[b]oxecin-2(3H)-one). Isolated yield 15.5%. Reaction SMILES: [C:1]([O:8][C@H:9]1[CH2:13][C@@H:12]([O:14][Si:15]([C:18]([CH3:21])([CH3:20])[CH3:19])([CH3:17])[CH3:16])[C@H:11](/[CH:22]=[CH:23]/[C@@H:24]([O:37][Si:38]([CH2:43][CH3:44])([CH2:41][CH3:42])[CH2:39][CH3:40])[CH2:25][O:26][C:27]2[CH:32]=[CH:31][CH:30]=[C:29]([C:33]([F:36])([F:35])[F:34])[CH:28]=2)[C@H:10]1[CH2:45][CH:46]=C)(=[O:7])[CH2:2][CH2:3][CH2:4][CH:5]=C>ClCCl.Cl[Ru](=CC1C=CC=CC=1)([P](C1CCCCC1)(C1CCCCC1)C1CCCCC1)([P](C1CCCCC1)(C1CCCCC1)C1CCCCC1)Cl>[Si:15]([O:14][C@@H:12]1[CH2:13][C@@H:9]2[O:8][C:1](=[O:7])[CH2:2][CH2:3][CH2:4][CH:5]=[CH:46][CH2:45][C@@H:10]2[C@H:11]1/[CH:22]=[CH:23]/[C@@H:24]([O:37][Si:38]([CH2:41][CH3:42])([CH2:39][CH3:40])[CH2:43][CH3:44])[CH2:25][O:26][C:27]1[CH:32]=[CH:31][CH:30]=[C:29]([C:33]([F:35])([F:36])[F:34])[CH:28]=1)([C:18]([CH3:19])([CH3:20])[CH3:21])([CH3:16])[CH3:17] |^1:59,78|. Procedure details: A 50 ml two-necked round-bottom flask was flame dried and allowed to be cooled under nitrogen. (1S,2R,3R,4R)-2-allyl-4-(tert-butyldimethylsilyloxy)-3-((R,E)-3-(triethylsilyloxy)-4-(3-(trifluoromethyl)phenoxy)but-1-enyl)cyclopentyl hex-5-enoate (0.2 g, 0.29 mmol) in 4 ml of dichloromethane, and 0.02 g of Grubb's catalyst were added to the reaction flask. The reaction mixture was heated at 40° C. for 18 hours. The reaction was quenched with 0.4 ml ethylamine with stirring for 1 hour. The reaction ... Reactants: CC(C)(C)OC(=O)N1CCC(CN2CCN(S(=O)(=O)c3ccc(Br)s3)CC2=O)CC1, COCCOC, OB(O)c1ccc(Cl)cc1, [Na+], [Na+], O=C([O-])[O-]. Product: CC(C)(C)OC(=O)N1CCC(CN2CCN(S(=O)(=O)c3ccc(-c4ccc(Cl)cc4)s3)CC2=O)CC1. Reaction SMILES: [Br:1][c:2]1[cH:3][cH:4][c:5]([S:7](=[O:8])(=[O:9])[N:10]2[CH2:11][C:12](=[O:30])[N:13]([CH2:16][CH:17]3[CH2:18][CH2:19][N:20]([C:23](=[O:24])[O:25][C:26]([CH3:27])([CH3:28])[CH3:29])[CH2:21][CH2:22]3)[CH2:14][CH2:15]2)[s:6]1.[CH2:47]([CH2:48][O:49][CH3:50])[O:51][CH3:52].[Cl:31][c:32]1[cH:33][cH:34][c:35]([B:38]([OH:39])[OH:40])[cH:36][cH:37]1.[Na+:41].[Na+:42].[O-:43][C:44](=[O:45])[O-:46]>>[c:2]1(-[c:35]2[cH:34][cH:33][c:32]([Cl:31])[cH:37][cH:36]2)[cH:3][cH:4][c:5]([S:7](=[O:8])(=[O:9])[N:10]2[CH2:11][C:12](=[O:30])[N:13]([CH2:16][CH:17]3[CH2:18][CH2:19][N:20]([C:23](=[O:24])[O:25][C:26]([CH3:27])([CH3:28])[CH3:29])[CH2:21][CH2:22]3)[CH2:14][CH2:15]2)[s:6]1. The reactants are NC1=C(N)C=C(C(=C1)Cl)S(N)(=O)=O (2-amino-4-chloro-5-sulfamylaniline), C(CO)(=O)O (glycolic acid). Run in Cl (hydrochloric acid). The product is ClC1=CC2=C(NC(=N2)CO)C=C1S(N)(=O)=O (5-Chloro-2-Hydroxymethyl-6-Sulfamyl-1H-Benzimidazole). Isolated yield 23.1%. RXN SMILES: [NH2:1][C:2]1[CH:8]=[C:7]([Cl:9])[C:6]([S:10](=[O:13])(=[O:12])[NH2:11])=[CH:5][C:3]=1[NH2:4].[C:14](O)(=O)[CH2:15][OH:16]>Cl>[Cl:9][C:7]1[C:6]([S:10](=[O:12])(=[O:13])[NH2:11])=[CH:5][C:3]2[NH:4][C:14]([CH2:15][OH:16])=[N:1][C:2]=2[CH:8]=1. Procedure: To 11.0 g of 2-amino-4-chloro-5-sulfamylaniline in 50 ml of 4 N hydrochloric acid was added 5.6 g of glycolic acid. After refluxing for 6 hours, the resulting solid was collected by filtration and then added with stirring to 200 ml of 38% ammonium hydroxide; the pink precipitate was then collected and suspended in water with stirring at 60° for 20 minutes. Recrystallization of the solid from methanol provided 3.0 g of colorless crystals, m.p. 247°-250°. Reactants: C(O)CN (Ethanolamine), [B-](F)(F)(F)F.CN(C)C(=[N+](C)C)ON1C=CC=CC1=O (TPTU), ClC1=C(C(=O)NC2=CC(=NN2C2=CC=CC=C2)C(=O)O)C=C(C(=C1)F)C1=NC=CC=C1 (5-(2-chloro-4-fluoro-5-(pyridin-2-yl)benzamido)-1-phenyl-1H-pyrazole-3-carboxylic acid), C(C)(C)N(C(C)C)CC (N,N-diisopropylethylamine). Solvent: CN(C)C=O (DMF). Run at temperature 0 celsius, time 15 minute. Product: ClC1=C(C(=O)NC2=CC(=NN2C2=CC=CC=C2)C(=O)NCCO)C=C(C(=C1)F)C1=NC=CC=C1 (5-{[2-chloro-4-fluoro-5-(pyridin-2-yl)benzoyl]amino}-N-(2-hydroxyethyl)-1-phenyl-1H-Pyrazole-3-carboxamide). Isolated yield 47.9%. As a reaction SMILES: [B-](F)(F)(F)F.CN(C(ON1C(=O)C=CC=C1)=[N+](C)C)C.[Cl:21][C:22]1[CH:44]=[C:43]([F:45])[C:42]([C:46]2[CH:51]=[CH:50][CH:49]=[CH:48][N:47]=2)=[CH:41][C:23]=1[C:24]([NH:26][C:27]1[N:31]([C:32]2[CH:37]=[CH:36][CH:35]=[CH:34][CH:33]=2)[N:30]=[C:29]([C:38]([OH:40])=O)[CH:28]=1)=[O:25].C(N(CC)C(C)C)(C)C.[CH2:61]([CH2:63][NH2:64])[OH:62]>CN(C=O)C>[Cl:21][C:22]1[CH:44]=[C:43]([F:45])[C:42]([C:46]2[CH:51]=[CH:50][CH:49]=[CH:48][N:47]=2)=[CH:41][C:23]=1[C:24]([NH:26][C:27]1[N:31]([C:32]2[CH:37]=[CH:36][CH:35]=[CH:34][CH:33]=2)[N:30]=[C:29]([C:38]([NH:64][CH2:63][CH2:61][OH:62])=[O:40])[CH:28]=1)=[O:25] |f:0.1|. Reported procedure: TPTU (510 mg, 1.72 mmol) and 5-(2-chloro-4-fluoro-5-(pyridin-2-yl)benzamido)-1-phenyl-1H-pyrazole-3-carboxylic acid (Example 108, 500 mg, 1.14 mmol) were dissolved in DMF (2.5 mL) at 0° C. N,N-diisopropylethylamine (0.6 mL, 3.43 mmol) was then added and the mixture stirred at 0° C. for 15 minutes. Ethanolamine (99.5 mL, 1.65 mmol) was then added and the mixture stirred at room temperature for 2 hours. The solvent was removed in vacuo and the resulting brown solid triturated with dichloromethane/... The reactants are ClC1=C(C=C(C(=C1)C)OC(C)C)N1N=NN(C1=O)CCC (1-(2-chloro-4-methyl-5-isopropoxyphenyl)-1,4-dihydro-4-propyl-5H-tetrazol-5-one), ClC1=C(C=C(C(=C1)C)OC(C)C)N1N=NN(C1=O)CCC (1-(2-chloro-4-methyl-5-isopropoxyphenyl)-1,4-dihydro-4-propyl-5H-tetrazol-5-one), BrN1C(CCC1=O)=O (N-bromosuccinimide). The reagents and catalysts are C(C1=CC=CC=C1)(=O)OOC(C1=CC=CC=C1)=O (benzoyl peroxide). Solvent: C(Cl)(Cl)(Cl)Cl (carbon tetrachloride). Yields the product BrCC1=CC(=C(C=C1OC(C)C)N1N=NN(C1=O)CCC)Cl (1-(4-bromomethyl-2-chloro-5-isopropoxyphenyl)-1,4-dihydro-4-propyl-5H-tetrazol-5-one). Isolated yield 49.5%. RXN SMILES: [Cl:1][C:2]1[CH:7]=[C:6]([CH3:8])[C:5]([O:9][CH:10]([CH3:12])[CH3:11])=[CH:4][C:3]=1[N:13]1[C:17](=[O:18])[N:16]([CH2:19][CH2:20][CH3:21])[N:15]=[N:14]1.[Br:22]N1C(=O)CCC1=O>C(Cl)(Cl)(Cl)Cl.C(OOC(=O)C1C=CC=CC=1)(=O)C1C=CC=CC=1>[Br:22][CH2:8][C:6]1[C:5]([O:9][CH:10]([CH3:11])[CH3:12])=[CH:4][C:3]([N:13]2[C:17](=[O:18])[N:16]([CH2:19][CH2:20][CH3:21])[N:15]=[N:14]2)=[C:2]([Cl:1])[CH:7]=1. Reported procedure: Under a dry nitrogen atmosphere, a stirred solution of 4.4 g (0.014 mole) of 1-(2-chloro-4-methyl-5-isopropoxyphenyl)-1,4-dihydro-4-propyl-5H-tetrazol-5-one (compound 91), 2.5 g (0.014 mole) of N-bromosuccinimide, and 0.06 g (0.00025 mole) of benzoyl peroxide in 80 mL of carbon tetrachloride was heated at reflux temperature for two days. The reaction mixture was allowed to cool to room temperature, filtered, and the filtrate washed with a saturated aqueous sodium chloride solution. The washed fi... Reactants: N#Cc1c(F)cccc1F, [H-], [Na+], CN(C)C=O, O, Oc1ccc2ccccc2c1. Product: N#Cc1c(F)cccc1Oc1ccc2ccccc2c1. Reaction SMILES: [F:14][c:15]1[c:16]([C:17]#[N:18])[c:19]([F:23])[cH:20][cH:21][cH:22]1.[H-:1].[Na+:2].[O:24]=[CH:25][N:26]([CH3:27])[CH3:28].[OH2:29].[OH:3][c:4]1[cH:5][cH:6][c:7]2[cH:8][cH:9][cH:10][cH:11][c:12]2[cH:13]1>>[O:3]([c:4]1[cH:5][cH:6][c:7]2[cH:8][cH:9][cH:10][cH:11][c:12]2[cH:13]1)[c:19]1[c:16]([C:17]#[N:18])[c:15]([F:14])[cH:22][cH:21][cH:20]1.